This data is from the Open Reaction Database (ORD), a public repository of structured organic reaction records. The task is: describe an organic reaction: reactants, conditions, products, and yield The reactants are CNC, CCN(C(C)C)C(C)C, COC(=O)c1ccc2c(c1)CC(C)(C)C(c1cccc(S(=O)(=O)Cl)c1)=N2, ClCCl, Cl. The product is COC(=O)c1ccc2c(c1)CC(C)(C)C(c1cccc(S(=O)(=O)N(C)C)c1)=N2. Reaction SMILES: [CH3:2][NH:3][CH3:4].[CH:5]([N:6]([CH2:7][CH3:8])[CH:9]([CH3:10])[CH3:11])([CH3:12])[CH3:13].[Cl:14][S:15](=[O:16])(=[O:17])[c:18]1[cH:19][c:20]([C:24]2=[N:25][c:26]3[cH:27][cH:28][c:29]([C:36](=[O:37])[O:38][CH3:39])[cH:30][c:31]3[CH2:32][C:33]2([CH3:34])[CH3:35])[cH:21][cH:22][cH:23]1.[Cl:40][CH2:41][Cl:42].[ClH:1]>>[CH3:2][N:3]([CH3:4])[S:15](=[O:16])(=[O:17])[c:18]1[cH:19][c:20]([C:24]2=[N:25][c:26]3[cH:27][cH:28][c:29]([C:36](=[O:37])[O:38][CH3:39])[cH:30][c:31]3[CH2:32][C:33]2([CH3:34])[CH3:35])[cH:21][cH:22][cH:23]1. Starting materials: C1(=CC=CC=C1)C=1N=C(NC1C1=CC=CC=C1)SCCCCCNCCCCCCC (N-[5-(4,5-diphenyl-1H-imidazol-2-ylthio)pentyl]-1-heptanamine), COC1=C(C=CC(=C1)OC)N=C=O (2,4-dimethoxyphenylisocyanate). Run in CCCCCC (hexane), CCCCCC (hexane). Product: COC1=C(C=CC(=C1)OC)NC(N(CCCCCCC)CCCCCSC=1NC(=C(N1)C1=CC=CC=C1)C1=CC=CC=C1)=O (N'-(2.4-dimethoxyphenyl)-N-[5-(4,5-diphenyl-1H-imidazol-2-ylthio)pentyl]-N-heptylurea). Isolated yield 82.4%. Reaction SMILES: [C:1]1([C:7]2[N:8]=[C:9]([S:18][CH2:19][CH2:20][CH2:21][CH2:22][CH2:23][NH:24][CH2:25][CH2:26][CH2:27][CH2:28][CH2:29][CH2:30][CH3:31])[NH:10][C:11]=2[C:12]2[CH:17]=[CH:16][CH:15]=[CH:14][CH:13]=2)[CH:6]=[CH:5][CH:4]=[CH:3][CH:2]=1.[CH3:32][O:33][C:34]1[CH:39]=[C:38]([O:40][CH3:41])[CH:37]=[CH:36][C:35]=1[N:42]=[C:43]=[O:44]>CCCCCC>[CH3:32][O:33][C:34]1[CH:39]=[C:38]([O:40][CH3:41])[CH:37]=[CH:36][C:35]=1[NH:42][C:43](=[O:44])[N:24]([CH2:23][CH2:22][CH2:21][CH2:20][CH2:19][S:18][C:9]1[NH:8][C:7]([C:1]2[CH:2]=[CH:3][CH:4]=[CH:5][CH:6]=2)=[C:11]([C:12]2[CH:13]=[CH:14][CH:15]=[CH:16][CH:17]=2)[N:10]=1)[CH2:25][CH2:26][CH2:27][CH2:28][CH2:29][CH2:30][CH3:31]. Reported procedure: To a solution of N-[5-(4,5-diphenyl-1H-imidazol-2-ylthio)pentyl]-1-heptanamine (0.75 g, 0.0017 mol), prepared according to the procedure of Example 1, Part D, in hexane (40 mL) was added, dropwise, a solution of 2,4-dimethoxyphenylisocyanate (0.358 g, 0.002 mol) in hexane (20 mL) and the reaction mixture was stirred at ambient temperature for 4.5 hours. The reaction mixture was concentrated under vacuum and the residue was chromatographed with 7:3 hexane-ethyl acetate. The resulting solid was tr... Starting materials: [OH-].[Na+] (NaOH), FC(C(=O)O)(F)F (trifluoroacetic acid), ClC=1C=C(C=CC1NC(=O)C=1C=NN(C1)C1=CC=C(C=C1)F)C1CN(CCO1)C(=O)OC(C)(C)C (tert-butyl (RS)-2-(3-chloro-4-(1-(4-fluorophenyl)-1H-pyrazole-4-carboxamido)phenyl)morpholine-4-carboxylate). Solvent: O (water), C(C)#N (acetonitrile). Run at temperature 80 celsius, time 5 hour. Yields the product ClC1=C(C=CC(=C1)C1CNCCO1)NC(=O)C=1C=NN(C1)C1=CC=C(C=C1)F ((RS)—N-(2-chloro-4-(morpholin-2-yl)phenyl)-1-(4-fluorophenyl)-1H-pyrazole-4-carboxamide). The yield is 96.2%. As a reaction SMILES: FC(F)(F)C(O)=O.[Cl:8][C:9]1[CH:10]=[C:11]([CH:30]2[O:35][CH2:34][CH2:33][N:32](C(OC(C)(C)C)=O)[CH2:31]2)[CH:12]=[CH:13][C:14]=1[NH:15][C:16]([C:18]1[CH:19]=[N:20][N:21]([C:23]2[CH:28]=[CH:27][C:26]([F:29])=[CH:25][CH:24]=2)[CH:22]=1)=[O:17].[OH-].[Na+]>O.C(#N)C>[Cl:8][C:9]1[CH:10]=[C:11]([CH:30]2[O:35][CH2:34][CH2:33][NH:32][CH2:31]2)[CH:12]=[CH:13][C:14]=1[NH:15][C:16]([C:18]1[CH:19]=[N:20][N:21]([C:23]2[CH:28]=[CH:27][C:26]([F:29])=[CH:25][CH:24]=2)[CH:22]=1)=[O:17] |f:2.3|. Procedure: To a stirred solution of trifluoroacetic acid (200 μl) in water (4.5 ml) was added a solution of tert-butyl (RS)-2-(3-chloro-4-(1-(4-fluorophenyl)-1H-pyrazole-4-carboxamido)phenyl)morpholine-4-carboxylate (100 mg) in acetonitrile (3 ml). The reaction mixture was then capped and the mixture was shaken at 80° C. for 5 h. The reaction mixture was then cooled to room temperature and poured into 1 M aq. NaOH and the resulting mixture was extracted twice with EtOAc. The organic layers were dried over ... Yield: 88.0%. Procedure details: Following the procedure described for the preparation of Example 12, starting from 0.10 g (0.25 mmol) of the compound obtained in Example 30 and 0.18 g (1.20 mmol) of sodium iodide in 3 ml of acetone at room temperature, then purification by chromatography on silica gel (eluant: diethyl ether/pentane, 1.5:1), 0.079 g (0.22 mmol) of the desired product in the form of a pale-yellow-coloured solid is obtained. Yields the product IC[C@]1(O)[C@](O)([C@H](OC)[C@H](OC)CO1)C(=C)C (1-Desoxy-1-iodo-3-isopropenyl-4,5-di-O-methyl-β-D-psicopyranose). Reaction SMILES: C1(C)C=CC(S([CH:10]([C@:12]2([O:23][CH2:22][C@@H:19]([O:20][CH3:21])[C@@H:16]([O:17][CH3:18])[C@@:14]2([C:24]([CH3:26])=[CH2:25])[OH:15])[OH:13])O)(=O)=O)=CC=1.[I-:28].[Na+]>CC(C)=O.C(OCC)C.CCCCC>[I:28][CH2:10][C@:12]1([O:23][CH2:22][C@@H:19]([O:20][CH3:21])[C@@H:16]([O:17][CH3:18])[C@@:14]1([C:24]([CH3:26])=[CH2:25])[OH:15])[OH:13] |f:1.2,4.5|. The solvent is CC(=O)C (acetone), C(C)OCC.CCCCC (diethyl ether pentane). The reactants are C1(=CC=C(C=C1)S(=O)(=O)C(O)[C@]1(O)[C@](O)([C@H](OC)[C@H](OC)CO1)C(=C)C)C (1-para-Toluenesulfonyl-3-isopropenyl-4,5-di-O-methyl-β-D-psicopyranos), [I-].[Na+] (sodium iodide). The solvent is O1CCCC1 (tetrahydrofuran), O1CCCC1 (tetrahydrofuran). As a reaction SMILES: C(NC(C)C)(C)C.C([Li])CCC.CCCCCC.C([NH:22][C:23]1[C:32]([Cl:33])=[CH:31][C:26]([C:27]([O:29]C)=[O:28])=[C:25]([O:34][CH3:35])[CH:24]=1)(=O)C.[CH3:36][S:37](Cl)(=[O:39])=[O:38].[OH-].[K+]>O1CCCC1>[Cl:33][C:32]1[C:23]([NH:22][S:37]([CH3:36])(=[O:39])=[O:38])=[CH:24][C:25]([O:34][CH3:35])=[C:26]([CH:31]=1)[C:27]([OH:29])=[O:28] |f:1.2,5.6|. Isolated yield 52.2%. Run at temperature -20 celsius, time 5 minute. Procedure details: A cooled (-60° C.) solution of diisopropylamine (11.13 g, 0.110 mole) in anhydrous tetrahydrofuran (150 ml) under nitrogen was treated (via syringe) with 2.4N n-butyllithium/hexane (0.105 mole), warmed to -20° C., stirred for 5 minutes, then treated in portions with 4-(N-acetylamino)-5-chloro-2-methoxybenzoic acid, methyl ester (25.8 g, 0.100 mole). After 30 minutes at 25° C., the mixture was cooled (0° C.), treated dropwise with a solution of methanesulfonyl chloride (25.0 g, 0.218 mole) in anh... The reactants are CS(=O)(=O)Cl (methanesulfonyl chloride), C(C)(C)NC(C)C (diisopropylamine), C(CCC)[Li].CCCCCC (n-butyllithium hexane), C(C)(=O)NC1=CC(=C(C(=O)OC)C=C1Cl)OC (4-(N-acetylamino)-5-chloro-2-methoxybenzoic acid, methyl ester), [OH-].[K+] (potassium hydroxide). Yields the product ClC=1C(=CC(=C(C(=O)O)C1)OC)NS(=O)(=O)C (5-Chloro-2-methoxy-4-[(methylsufonyl)amino]benzoic acid).